This data is from the Open Reaction Database (ORD), a public repository of structured organic reaction records. The task is: describe an organic reaction: reactants, conditions, products, and yield Reactants: NC=1C=C(C=NC1)C(=O)C1=CN(C=2N=CN=CC21)C(C)C ((5-aminopyridin-3-yl)(7-isopropyl-7H-pyrrolo[2,3-d]pyrimidin-5-yl)methanone), FC(C1(N=N1)C=1C=C(C(=O)O)C=CC1)(F)F (3-[3-(trifluoromethyl)-3H-diaziren-3-yl]benzoic acid). Yields the product C(C)(C)N1C=C(C2=C1N=CN=C2)C(=O)C=2C=C(C=NC2)NC(C2=CC(=CC=C2)C2(N=N2)C(F)(F)F)=O (N-{5-[(7-isopropyl-7H-pyrrolo[2,3-d]pyrimidin-5-yl)carbonyl]pyridin-3-yl}-3-[3-(trifluoromethyl)-3H-diaziren-3-yl]benzamide). RXN SMILES: [NH2:1][C:2]1[CH:3]=[C:4]([C:8]([C:10]2[C:18]3[CH:17]=[N:16][CH:15]=[N:14][C:13]=3[N:12]([CH:19]([CH3:21])[CH3:20])[CH:11]=2)=[O:9])[CH:5]=[N:6][CH:7]=1.[F:22][C:23]([F:37])([F:36])[C:24]1([C:27]2[CH:28]=[C:29]([CH:33]=[CH:34][CH:35]=2)[C:30](O)=[O:31])[N:26]=[N:25]1>>[CH:19]([N:12]1[C:13]2[N:14]=[CH:15][N:16]=[CH:17][C:18]=2[C:10]([C:8]([C:4]2[CH:3]=[C:2]([NH:1][C:30](=[O:31])[C:29]3[CH:33]=[CH:34][CH:35]=[C:27]([C:24]4([C:23]([F:37])([F:36])[F:22])[N:26]=[N:25]4)[CH:28]=3)[CH:7]=[N:6][CH:5]=2)=[O:9])=[CH:11]1)([CH3:21])[CH3:20]. Procedure: The title compound was prepared according to the method described for Example 34 starting from (5-aminopyridin-3-yl)(7-isopropyl-7H-pyrrolo[2,3-d]pyrimidin-5-yl)methanone (Preparation 95) and 3-[3-(trifluoromethyl)-3H-diaziren-3-yl]benzoic acid (Preparation 197) to afford the title compound as a white solid in 36% yield, 23 mg. As a reaction SMILES: [CH2:1]1[CH:13]2[CH:4]([C:5](=S)[NH:6][C:7]3[CH:8]=[CH:9][CH:10]=[CH:11][C:12]=32)[CH2:3][CH2:2]1.[NH3:15]>>[NH2:15][C:5]1[CH:4]2[CH2:3][CH2:2][CH2:1][CH:13]2[C:12]2[CH:11]=[CH:10][CH:9]=[CH:8][C:7]=2[N:6]=1. Reported procedure: 1,2,3,3a,5,9b-Hexahydrocyclopenta[c]quinoline-4-thione (110 mg, 0.54 mmol) is stirred in 7 M methanolic ammonia solution (50 ml) for 15 hours at room temperature. The batch is concentrated by evaporation in a vacuum. The residue is purified by column chromatography on silica gel with dichloromethane-methanol-concentrated NH4OH as an eluant. The product is NC1=NC=2C=CC=CC2C2C1CCC2 (4-Amino-2,3,3a,9b-tetrahydro-1H-cyclopenta[c]quinoline). Reactants: C1CCC2C(NC=3C=CC=CC3C21)=S (1,2,3,3a,5,9b-Hexahydrocyclopenta[c]quinoline-4-thione), N (ammonia).